Dataset: the Open Reaction Database (ORD), a public repository of structured organic reaction records. Task: describe an organic reaction: reactants, conditions, products, and yield Isolated yield 11.2%. The solvent is ClCCl (dichloromethane), O (water). Procedure details: 120 mg of isopropyl 2-{[cis-3-(5-methyl-2-p-tolyloxazol-4-ylmethoxy)-cyclohexylmethyl]amino}acetate are dissolved in 1.5 ml of dichloromethane, and 62 mg of benzaldehyde, a spatula tip of MgSO4 and 68 mg of sodium triacetoxyborohyride are added successively. The suspension is stirred at RT overnight, and water is then added. The oraganic phase is separated off, washed with Na2CO3 solution, dried over MgSO4 and concentrated. The residue is dissolved in 0.7 ml of methanol and 0.23 ml of water, 20 ... Starting materials: C(C1=CC=CC=C1)=O (benzaldehyde), [O-]S(=O)(=O)[O-].[Mg+2] (MgSO4), [B-](OC(=O)C)(OC(=O)C)OC(=O)C.[Na+] (sodium triacetoxyborohyride), CC1=C(N=C(O1)C1=CC=C(C=C1)C)CO[C@H]1C[C@H](CCC1)CNCC(=O)OC(C)C (isopropyl 2-{[cis-3-(5-methyl-2-p-tolyloxazol-4-ylmethoxy)-cyclohexylmethyl]amino}acetate). Yields the product C(C1=CC=CC=C1)N(CC(=O)O)C[C@@H]1C[C@@H](CCC1)OCC=1N=C(OC1C)C1=CC=C(C=C1)C (2-{benzyl-[cis-3-(5-methyl-2-p-tolyloxazol-4-ylmethoxy)cyclohexylmethyl]amino}acetic acid). Run at time 8 hour. As a reaction SMILES: [CH3:1][C:2]1[O:6][C:5]([C:7]2[CH:12]=[CH:11][C:10]([CH3:13])=[CH:9][CH:8]=2)=[N:4][C:3]=1[CH2:14][O:15][C@@H:16]1[CH2:21][CH2:20][CH2:19][C@H:18]([CH2:22][NH:23][CH2:24][C:25]([O:27]C(C)C)=[O:26])[CH2:17]1.[CH:31](=O)[C:32]1[CH:37]=[CH:36][CH:35]=[CH:34][CH:33]=1.[O-]S([O-])(=O)=O.[Mg+2].[B-](OC(C)=O)(OC(C)=O)OC(C)=O.[Na+]>ClCCl.O>[CH2:31]([N:23]([CH2:22][C@H:18]1[CH2:19][CH2:20][CH2:21][C@@H:16]([O:15][CH2:14][C:3]2[N:4]=[C:5]([C:7]3[CH:8]=[CH:9][C:10]([CH3:13])=[CH:11][CH:12]=3)[O:6][C:2]=2[CH3:1])[CH2:17]1)[CH2:24][C:25]([OH:27])=[O:26])[C:32]1[CH:37]=[CH:36][CH:35]=[CH:34][CH:33]=1 |f:2.3,4.5,^1:44|. Starting materials: Br, COCCn1c(=N)sc2ccccc21, O=C(O)CCc1ccccc1Cl. The product is COCCn1c(=NC(=O)CCc2ccccc2Cl)sc2ccccc21. RXN SMILES: [BrH:1].[CH3:2][O:3][CH2:4][CH2:5][n:6]1[c:7](=[NH:15])[s:8][c:9]2[c:10]1[cH:11][cH:12][cH:13][cH:14]2.[Cl:16][c:17]1[c:18]([CH2:23][CH2:24][C:25](=[O:26])[OH:27])[cH:19][cH:20][cH:21][cH:22]1>>[CH3:2][O:3][CH2:4][CH2:5][n:6]1[c:7](=[N:15][C:25]([CH2:24][CH2:23][c:18]2[c:17]([Cl:16])[cH:22][cH:21][cH:20][cH:19]2)=[O:26])[s:8][c:9]2[c:10]1[cH:11][cH:12][cH:13][cH:14]2. Reactants: C(OCCC1=C(C=C(C(=C1)[N+](=O)[O-])F)Cl)([O-])=O ((2-chloro-4-fluoro-5-nitrophenyl)-ethyl carbonate), C([O-])([O-])=O.[Cs+].[Cs+] (cesium carbonate), IC (iodomethane), CO (methanol). The solvent is O (water), CN(C=O)C (dimethyl formamide). Conditions: time 8 hour. Product: ClC1=C(C=C(C(=C1)F)[N+](=O)[O-])OC (2-chloro-4-fluoro-5-nitroanisole). The yield is 97.1%. Reaction SMILES: C(=O)([O-])OCC[C:5]1[CH:10]=[C:9]([N+:11]([O-:13])=[O:12])[C:8]([F:14])=[CH:7][C:6]=1[Cl:15].[C:18](=O)([O-])[O-:19].[Cs+].[Cs+].IC.CO>CN(C)C=O.O>[Cl:15][C:6]1[CH:7]=[C:8]([F:14])[C:9]([N+:11]([O-:13])=[O:12])=[CH:10][C:5]=1[O:19][CH3:18] |f:1.2.3|. Procedure details: A solution of 15.0 g of (2-chloro-4-fluoro-5-nitrophenyl)-ethyl carbonate in 100 ml of dimethyl formamide was treated with 18.6 g of cesium carbonate, 7.1 ml of iodomethane and 7 ml of methanol and stirred overnight at room temperature. The reaction mixture was poured into water and extracted twice with ether. The extracts were washed twice with water and then with brine, dried over magnesium sulfate and concentrated to afford 11.4 g of the subtitle compound. mp. 69-70° C. Ex. 57, C. Starting materials: NC=1C(=C(C=CC1)C=1N=C(SC1C1=NC(=NC=C1)N)C1CCOCC1)F (4-[4-(3-amino-2-fluorophenyl)-2-(tetrahydro-2H-pyran-4-yl)-1,3-thiazol-5-yl]-2-pyrimidinamine), N1=C(C=CC=C1)S(=O)[O-].[Na+] (sodium 2-pyridinesulfinate). Yields the product NC1=NC=CC(=N1)C1=C(N=C(S1)C1CCOCC1)C=1C(=C(C=CC1)NS(=O)(=O)C1=NC=CC=C1)F (N-{3-[5-(2-amino-4-pyrimidinyl)-2-(tetrahydro-2H-pyran-4-yl)-1,3-thiazol-4-yl]-2-fluorophenyl}-2-pyridinesulfonamide), solid. The yield is 42.0%. As a reaction SMILES: [NH2:1][C:2]1[C:3]([F:26])=[C:4]([C:8]2[N:9]=[C:10]([CH:20]3[CH2:25][CH2:24][O:23][CH2:22][CH2:21]3)[S:11][C:12]=2[C:13]2[CH:18]=[CH:17][N:16]=[C:15]([NH2:19])[N:14]=2)[CH:5]=[CH:6][CH:7]=1.[N:27]1[CH:32]=[CH:31][CH:30]=[CH:29][C:28]=1[S:33]([O-:35])=[O:34].[Na+]>>[NH2:19][C:15]1[N:14]=[C:13]([C:12]2[S:11][C:10]([CH:20]3[CH2:21][CH2:22][O:23][CH2:24][CH2:25]3)=[N:9][C:8]=2[C:4]2[C:3]([F:26])=[C:2]([NH:1][S:33]([C:28]3[CH:29]=[CH:30][CH:31]=[CH:32][N:27]=3)(=[O:35])=[O:34])[CH:7]=[CH:6][CH:5]=2)[CH:18]=[CH:17][N:16]=1 |f:1.2|. Procedure details: Following a procedure analogous to the procedure described in Example 278 using 4-[4-(3-amino-2-fluorophenyl)-2-(tetrahydro-2H-pyran-4-yl)-1,3-thiazol-5-yl]-2-pyrimidinamine (100 mg, 0.269 mmol) and sodium 2-pyridinesulfinate (224 mg, 1.346 mmol), the title compound was obtained as a yellow solid (58 mg, 42% yield). MS (ESI): 513 [M−H]+.